Dataset: the Open Reaction Database (ORD), a public repository of structured organic reaction records. Task: describe an organic reaction: reactants, conditions, products, and yield As a reaction SMILES: [CH3:1][O:2][C:3](=[O:4])[c:5]1[c:6]([CH2:14][S:15](=[O:16])(=[O:17])[Cl:18])[c:7]([N+:11](=[O:12])[O-:13])[cH:8][cH:9][cH:10]1.[NH4+:19].[O:22]1[CH2:23][CH2:24][CH2:25][CH2:26]1.[OH-:20].[OH2:21]>>[CH3:1][O:2][C:3](=[O:4])[c:5]1[c:6]([CH2:14][S:15](=[O:16])(=[O:17])[NH2:19])[c:7]([N+:11](=[O:12])[O-:13])[cH:8][cH:9][cH:10]1. Starting materials: COC(=O)c1cccc([N+](=O)[O-])c1CS(=O)(=O)Cl, [NH4+], C1CCOC1, [OH-], O. Product: COC(=O)c1cccc([N+](=O)[O-])c1CS(N)(=O)=O. The reactants are CCOC(=O)C(=O)OCC, Cc1c(C(F)(F)F)ccc(OCc2ccccc2)c1[N+](=O)[O-], CC[O-], CCOCC, [K+]. The product is CCOC(=O)C(=O)Cc1c(C(F)(F)F)ccc(OCc2ccccc2)c1[N+](=O)[O-]. As a reaction SMILES: [C:23]([C:24](=[O:25])[O:26][CH2:27][CH3:28])(=[O:29])[O:30][CH2:31][CH3:32].[CH2:1]([c:2]1[cH:3][cH:4][cH:5][cH:6][cH:7]1)[O:8][c:9]1[c:10]([N+:20](=[O:21])[O-:22])[c:11]([CH3:19])[c:12]([C:15]([F:16])([F:17])[F:18])[cH:13][cH:14]1.[CH3:33][CH2:34][O-:35].[CH3:37][CH2:38][O:39][CH2:40][CH3:41].[K+:36]>>[CH2:1]([c:2]1[cH:3][cH:4][cH:5][cH:6][cH:7]1)[O:8][c:9]1[c:10]([N+:20](=[O:21])[O-:22])[c:11]([CH2:19][C:23]([C:24](=[O:25])[O:26][CH2:27][CH3:28])=[O:29])[c:12]([C:15]([F:16])([F:17])[F:18])[cH:13][cH:14]1. Reactants: C(=O)(C(F)(F)F)O (TFA), FC=1C=C(C=C(C1[Si](C)(C)C)F)NC(=O)[C@@H]1N(CCC2=CC(=CC=C12)OC)C(=O)[C@@H]1C[C@H](C1)CC(=O)OC(C)(C)C (tert-butyl 2-(trans-3-((R)-1-((3,5-difluoro-4-(trimethylsilyl)phenyl)carbamoyl)-6-methoxy-1,2,3,4-tetrahydroisoquinoline-2-carbonyl)cyclobutyl)acetate), C(O)([O-])=O.[Na+] (sodium hydrogencarbonate). Run at temperature 0 celsius, time 30 minute. Product: FC=1C=C(C=C(C1[Si](C)(C)C)F)NC(=O)[C@@H]1N(CCC2=CC(=CC=C12)OC)C(=O)[C@@H]1C[C@H](C1)CC(=O)O ((trans-3-(((1R)-1-((3,5-difluoro-4-(trimethylsilyl)phenyl)carbamoyl)-6-methoxy-3,4-dihydroisoquinolin-2(1H)-yl)carbonyl)cyclobutyl)acetic acid). Isolated yield 70.9%. Reaction SMILES: C(O)(C(F)(F)F)=O.[F:8][C:9]1[CH:10]=[C:11]([NH:20][C:21]([C@H:23]2[C:32]3[C:27](=[CH:28][C:29]([O:33][CH3:34])=[CH:30][CH:31]=3)[CH2:26][CH2:25][N:24]2[C:35]([C@H:37]2[CH2:40][C@H:39]([CH2:41][C:42]([O:44]C(C)(C)C)=[O:43])[CH2:38]2)=[O:36])=[O:22])[CH:12]=[C:13]([F:19])[C:14]=1[Si:15]([CH3:18])([CH3:17])[CH3:16].C(=O)([O-])O.[Na+]>>[F:8][C:9]1[CH:10]=[C:11]([NH:20][C:21]([C@H:23]2[C:32]3[C:27](=[CH:28][C:29]([O:33][CH3:34])=[CH:30][CH:31]=3)[CH2:26][CH2:25][N:24]2[C:35]([C@H:37]2[CH2:40][C@H:39]([CH2:41][C:42]([OH:44])=[O:43])[CH2:38]2)=[O:36])=[O:22])[CH:12]=[C:13]([F:19])[C:14]=1[Si:15]([CH3:17])([CH3:18])[CH3:16] |f:2.3|. Procedure details: Cooled TFA (2 mL) was added to tert-butyl 2-(trans-3-((R)-1-((3,5-difluoro-4-(trimethylsilyl)phenyl)carbamoyl)-6-methoxy-1,2,3,4-tetrahydroisoquinoline-2-carbonyl)cyclobutyl)acetate (64 mg, 0.11 mmol) at 0° C., and the mixture was stirred at 0° C. for 30 min. The pH of the reaction mixture was adjusted to 6 with cooled aqueous sodium hydrogencarbonate solution, and the mixture was extracted with ethyl acetate. The organic layer was dried over magnesium sulfate, and the solvent was evaporated und... The reactants are ClC1=NC=CC(=C1)CN1N=C(N=C1C)C=1OC(=CC1)C1=CC=CC=C1 (2-chloro-4-((5-methyl-3-(5-phenylfuran-2-yl)-1H-1,2,4-triazol-1-yl) methyl)pyridine), ClC1=NC=CC(=C1)CN1N=C(N=C1C=1OC(=CC1)C1=CC=CC=C1)C (2-chloro-4-((3-methyl-5-(5-phenylfuran-2-yl)-1H-1,2,4-triazol-1-yl)methyl)pyridine), CN1CCNCC1 (1-methylpiperazine). The solvent is CCN(C(C)C)C(C)C (DIEA). Reaction conditions: time 18 minute. Product: CN1CCN(CC1)C1=NC=CC(=C1)CN1N=C(N=C1C)C=1OC(=CC1)C1=CC=CC=C1 (1-methyl-4-(4-((5-methyl-3-(5-phenylfuran-2-yl)-1H-1,2,4-triazol-1-yl)methyl)pyridin-2-yl)piperazine), CN1CCN(CC1)C1=NC=CC(=C1)CN1N=C(N=C1C=1OC(=CC1)C1=CC=CC=C1)C (1-methyl-4-(4-((3-methyl-5-(5-phenylfuran-2-yl)-1H-1,2,4-triazol-1-yl)methyl)pyridin-2-yl)piperazine). Yield: 34.0%. RXN SMILES: Cl[C:2]1[CH:7]=[C:6]([CH2:8][N:9]2[C:13]([CH3:14])=[N:12][C:11]([C:15]3[O:16][C:17]([C:20]4[CH:25]=[CH:24][CH:23]=[CH:22][CH:21]=4)=[CH:18][CH:19]=3)=[N:10]2)[CH:5]=[CH:4][N:3]=1.Cl[C:27]1[CH:32]=[C:31]([CH2:33][N:34]2[C:38]([C:39]3[O:40][C:41]([C:44]4[CH:49]=[CH:48][CH:47]=[CH:46][CH:45]=4)=[CH:42][CH:43]=3)=[N:37][C:36]([CH3:50])=[N:35]2)[CH:30]=[CH:29][N:28]=1.[CH3:51][N:52]1[CH2:57][CH2:56][NH:55][CH2:54][CH2:53]1>CCN(C(C)C)C(C)C>[CH3:51][N:52]1[CH2:57][CH2:56][N:55]([C:2]2[CH:7]=[C:6]([CH2:8][N:9]3[C:13]([CH3:14])=[N:12][C:11]([C:15]4[O:16][C:17]([C:20]5[CH:25]=[CH:24][CH:23]=[CH:22][CH:21]=5)=[CH:18][CH:19]=4)=[N:10]3)[CH:5]=[CH:4][N:3]=2)[CH2:54][CH2:53]1.[CH3:51][N:52]1[CH2:57][CH2:56][N:55]([C:27]2[CH:32]=[C:31]([CH2:33][N:34]3[C:38]([C:39]4[O:40][C:41]([C:44]5[CH:45]=[CH:46][CH:47]=[CH:48][CH:49]=5)=[CH:42][CH:43]=4)=[N:37][C:36]([CH3:50])=[N:35]3)[CH:30]=[CH:29][N:28]=2)[CH2:54][CH2:53]1. Procedure details: A mixture of 2-chloro-4-((5-methyl-3-(5-phenylfuran-2-yl)-1H-1,2,4-triazol-1-yl) methyl)pyridine and 2-chloro-4-((3-methyl-5-(5-phenylfuran-2-yl)-1H-1,2,4-triazol-1-yl)methyl)pyridine (100 mg, 0.3 mmol) was treated with 1-methylpiperazine (280 mg, 3 mmol) in DIEA (10 ml), and refluxed overnight. The mixture was cooled, concentrated, treated with H2O (30 mL) and extracted with EtOAc (3×30 mL). The combined organic layers were washed with H2O (1×10 mL) and brine (1×10 mL), dried over Na2SO4, filte... RXN SMILES: [CH3:1][N:2]([CH2:4][CH2:5][OH:6])[CH3:3].[H-].[Na+].[F:9][C:10]1[CH:17]=[CH:16][C:15]([Br:18])=[CH:14][C:11]=1[CH2:12]Br>CN(C)C=O>[F:9][C:10]1[CH:17]=[CH:16][C:15]([Br:18])=[CH:14][C:11]=1[CH2:12][O:6][CH2:5][CH2:4][N:2]([CH3:3])[CH3:1] |f:1.2|. Procedure: In a 50 ml flask, under a nitrogen atmosphere, 2-(N,N-dimethylamino)ethanol (1.319 g, 4.92 mmol) was dissolved in N,N-dimethylformamide (16 ml). Sodium hydride (60%, 335 mg, 8.37 mmol) was added and the mixture was stirred at ambient temperature for about twenty minutes. To this reaction mixture was added 2-fluoro-5-bromobenzyl bromide (1.319 g, 4.92 mmol) as a solution in N,N-dimethylformamide (3 ml). The resulting mixture was stirred at ambient temperature for two hours. The progress of the re... The reactants are [H-].[Na+] (Sodium hydride), CN(C)CCO (2-(N,N-dimethylamino)ethanol), FC1=C(CBr)C=C(C=C1)Br (2-fluoro-5-bromobenzyl bromide). Yields the product FC1=C(COCCN(C)C)C=C(C=C1)Br (2-(2-fluoro-5-bromobenzyloxy)-(N,N-dimethyl)ethylamine). Solvent: CN(C=O)C (N,N-dimethylformamide), CN(C=O)C (N,N-dimethylformamide). Starting materials: F[B-](F)(F)F, CC(=O)N1C(=O)C(=C(O)c2cccc(I)c2)c2ccc(Cl)cc21, CCN(C(C)C)C(C)C, C[O+](C)C, ClCCl. Product: COC(=C1C(=O)N(C(C)=O)c2cc(Cl)ccc21)c1cccc(I)c1. As a reaction SMILES: [B-:1]([F:2])([F:3])([F:4])[F:5].[C:10]([CH3:11])(=[O:12])[N:13]1[C:14](=[O:32])[C:15](=[C:23]([c:24]2[cH:25][c:26]([I:30])[cH:27][cH:28][cH:29]2)[OH:31])[c:16]2[cH:17][cH:18][c:19]([Cl:22])[cH:20][c:21]21.[CH2:33]([N:34]([CH:35]([CH3:36])[CH3:37])[CH:38]([CH3:39])[CH3:40])[CH3:41].[CH3:6][O+:7]([CH3:8])[CH3:9].[Cl:42][CH2:43][Cl:44]>>[CH3:6][O:31][C:23](=[C:15]1[C:14](=[O:32])[N:13]([C:10]([CH3:11])=[O:12])[c:21]2[c:16]1[cH:17][cH:18][c:19]([Cl:22])[cH:20]2)[c:24]1[cH:25][c:26]([I:30])[cH:27][cH:28][cH:29]1. Reactants: CN1C(=CC=C1)CC#N (1-methylpyrrole-2-acetonitrile), resultant suspension, FC(C1=CC=C(C(=O)Cl)C=C1)(F)F (p-trifluoromethylbenzoyl chloride), stannic chloride. Solvent: C(Cl)Cl (methylene chloride). The product is CN1C(=CC=C1C(C1=CC=C(C=C1)C(F)(F)F)=O)CC#N (1-methyl-5-(p-trifluoromethylbenzoyl)-pyrrole-2-acetonitrile). As a reaction SMILES: [CH3:1][N:2]1[CH:6]=[CH:5][CH:4]=[C:3]1[CH2:7][C:8]#[N:9].[F:10][C:11]([F:22])([F:21])[C:12]1[CH:20]=[CH:19][C:15]([C:16](Cl)=[O:17])=[CH:14][CH:13]=1>C(Cl)Cl>[CH3:1][N:2]1[C:6]([C:16](=[O:17])[C:15]2[CH:19]=[CH:20][C:12]([C:11]([F:10])([F:21])[F:22])=[CH:13][CH:14]=2)=[CH:5][CH:4]=[C:3]1[CH2:7][C:8]#[N:9]. Procedure details: A solution of 14.4 g. (0.12 mole) of 1-methylpyrrole-2-acetonitrile and 25 g. (0.12 mole) of p-trifluoromethylbenzoyl chloride in 120 ml. methylene chloride is chilled to -25° C. (external bath). Then 14 ml. (0.12 mole) stannic chloride is added dropwise over a half hour. The resultant suspension is permitted to come to room temperature and poured into ice-dilute hydrochloric acid. The aqueous phase is separated and washed successively with N,N-dimethyl-1,3-propane-diamine, 3N hydrochloric acid ... The reactants are C=CCCCCOCc1cc(OC)c(OC)cc1[N+](=O)[O-], CO[SiH](OC)OC. Product: COc1cc(COCCCCCC[Si](OC)(OC)OC)c([N+](=O)[O-])cc1OC. As a reaction SMILES: [CH3:1][O:2][c:3]1[cH:4][c:5]([N+:19](=[O:20])[O-:21])[c:6]([CH2:7][O:8][CH2:9][CH2:10][CH2:11][CH2:12][CH:13]=[CH2:14])[cH:15][c:16]1[O:17][CH3:18].[CH3:22][O:23][SiH:24]([O:25][CH3:26])[O:27][CH3:28]>>[CH3:1][O:2][c:3]1[cH:4][c:5]([N+:19](=[O:20])[O-:21])[c:6]([CH2:7][O:8][CH2:9][CH2:10][CH2:11][CH2:12][CH2:13][CH2:14][Si:24]([O:23][CH3:22])([O:25][CH3:26])[O:27][CH3:28])[cH:15][c:16]1[O:17][CH3:18]. Starting materials: C(CCCCCCCCCCCCCCC)(=O)O (palmitic acid), C=O (formaldehyde), CN(P(=O)(N(C)C)N(C)C)C (hexamethylphosphoramide), C=O (Paraformaldehyde), C(CCCCCCCCCCCCCCC)(=O)[O-].[Li+] (lithium palmitate), C(C)(C)NC(C)C (diisopropylamine), C(CCC)[Li] (n-butyllithium), CCCCCC (hexane), C=O (formaldehyde), C=O (formaldehyde), C(CCCCCCCCCCCCCCC)(=O)O (palmitic acid). Solvent: O1CCCC1 (THF), O1CCCC1 (tetrahydrofuran). Product: OCC(C(=O)O)CCCCCCCCCCCCCC (α-Hydroxymethylpalmitic Acid). The yield is 69.0%. As a reaction SMILES: C(NC(C)C)(C)C.C([Li])CCC.CCCCCC.CN(C)P(N(C)C)(N(C)C)=O.[C:30]([OH:47])(=[O:46])[CH2:31][CH2:32][CH2:33][CH2:34][CH2:35][CH2:36][CH2:37][CH2:38][CH2:39][CH2:40][CH2:41][CH2:42][CH2:43][CH2:44][CH3:45].C=O.[C:50]([O-])(=[O:66])CCCCCCCCCCCCCCC.[Li+]>O1CCCC1>[OH:66][CH2:50][CH:31]([CH2:32][CH2:33][CH2:34][CH2:35][CH2:36][CH2:37][CH2:38][CH2:39][CH2:40][CH2:41][CH2:42][CH2:43][CH2:44][CH3:45])[C:30]([OH:47])=[O:46] |f:6.7|. Procedure details: Anhydrous tetrahydrofuran (THF) (825 ml) and 49.5 g (0.49 mole) of diisopropylamine were added to a dry three-neck flask purged with nitrogen and maintained under a nitrogen atmosphere. After cooling the mixture to -20°, 300 ml of n-butyllithium in hexane (1.6 M) (0.49 mole) was added slowly to prevent the temperature from exceeding 0° and then 79.3 ml of anhydrous hexamethylphosphoramide (HMPA) (0.44 mole) was added. A solution of 51.28 g of palmitic acid (0.198 mole) in 400 ml of THF was added...